The task is: describe an organic reaction: reactants, conditions, products, and yield. This data is from the Open Reaction Database (ORD), a public repository of structured organic reaction records. Product: CS(=O)(=O)N1CC[C@@H](N)[C@@H](O)C1. Starting materials: N, C1([C@H]2N(B(O1)C)CCC2)(c1ccccc1)c1ccccc1, C1CN(C[C@@H](C1=O)O)S(=O)(=O)C. Reaction SMILES: CB1[N:1]([C@@H]2C(c3ccccc3)(c4ccccc4)O1)CCC2.N.[CH3:2][S:3]([N:6]1[CH2:12][C@H:10]([OH:11])[C:9](=O)[CH2:8][CH2:7]1)(=[O:5])=[O:4]>>[CH3:2][S:3]([N:6]1[CH2:12][C@H:10]([OH:11])[C@H:9]([NH2:1])[CH2:8][CH2:7]1)(=[O:5])=[O:4]. Run at temperature 25 celsius, time 18 hour. The reagents and catalysts are c1ccc(cc1)-c2c3ccccc3cc4ccccc24 (9-Phenylanthracene). Reactants: ClC1=C(C=C(N)C=C1)C1=NC=CC=C1 (4-chloro-3-(pyridin-2-yl)aniline), OC(CS(=O)(=O)CC1=CC=C(C(=O)O)C=C1)C (4-((2-hydroxypropylsulfonyl)methyl)benzoic acid). The product is ClC1=C(C=C(C=C1)NC(C1=CC=C(C=C1)CS(=O)(=O)CC(C)O)=O)C1=NC=CC=C1 (N-(4-chloro-3-(pyridin-2-yl)phenyl)-4-((2-hydroxypropylsulfonyl)methyl)benzamide). Reaction SMILES: [Cl:1][C:2]1[CH:8]=[CH:7][C:5]([NH2:6])=[CH:4][C:3]=1[C:9]1[CH:14]=[CH:13][CH:12]=[CH:11][N:10]=1.[OH:15][CH:16]([CH3:31])[CH2:17][S:18]([CH2:21][C:22]1[CH:30]=[CH:29][C:25]([C:26](O)=[O:27])=[CH:24][CH:23]=1)(=[O:20])=[O:19]>>[Cl:1][C:2]1[CH:8]=[CH:7][C:5]([NH:6][C:26](=[O:27])[C:25]2[CH:29]=[CH:30][C:22]([CH2:21][S:18]([CH2:17][CH:16]([OH:15])[CH3:31])(=[O:20])=[O:19])=[CH:23][CH:24]=2)=[CH:4][C:3]=1[C:9]1[CH:14]=[CH:13][CH:12]=[CH:11][N:10]=1. Reported procedure: 1 g of methyl 4-(bromomethyl)benzoate was reacted with 1-mercaptopropan-2-ol via Procedure Q. 1 g of methyl 4-((2-hydroxypropylthio)methyl)benzoate was oxidized with 2 g of MCPBA in DCM at −78° C. to form crude methyl 4-((2-hydroxypropylsulfonyl)methyl)benzoate. The reaction was evaporated and purified by ISCO Combi-Flash to yield 567 mg of pure methyl 4-((2-hydroxypropylsulfonyl)methyl)benzoate which was subsequently hydrolyzed via Procedure M to give 328 mg of 4-((2-hydroxypropylsulfonyl)methy... Starting materials: ClC1=C(C(=C(C(=C1Cl)SC(F)(F)F)Cl)Cl)C (2,3,5,6-tetrachloro-4-trifluoromethylthiotoluene), BrN1C(CCC1=O)=O (N-bromosuccinimide). Solvent: C(Cl)(Cl)(Cl)Cl (carbon tetrachloride). Yields the product ClC1=C(CBr)C(=C(C(=C1Cl)SC(F)(F)F)Cl)Cl (2,3,5,6-tetrachloro-4-trifluoromethylthiobenzyl bromide). Isolated yield 48.7%. RXN SMILES: [Cl:1][C:2]1[C:7]([Cl:8])=[C:6]([S:9][C:10]([F:13])([F:12])[F:11])[C:5]([Cl:14])=[C:4]([Cl:15])[C:3]=1[CH3:16].[Br:17]N1C(=O)CCC1=O>C(Cl)(Cl)(Cl)Cl>[Cl:15][C:4]1[C:5]([Cl:14])=[C:6]([S:9][C:10]([F:12])([F:11])[F:13])[C:7]([Cl:8])=[C:2]([Cl:1])[C:3]=1[CH2:16][Br:17]. Reported procedure: A mixture of 2,3,5,6-tetrachloro-4-trifluoromethylthiotoluene (13.46 g, 0.041 mol) and N-bromosuccinimide (7.26 g, 0.041 mol) in carbon tetrachloride (34 ml) was stirred and heated at reflux for 21 hours. After cooling the mixture was filtered and the filtrate washed with aqueous sodium hydroxide solution (5%, 2×100 ml), water (100 ml), dried over anhydrous magnesium sulphate and evaporated to dryness. Recrystallization of the residue gave 2,3,5,6-tetrachloro-4-trifluoromethylthiobenzyl bromide ... Reactants: CC(=O)O, CO, [K+], COc1ccccc1-c1cn(S(=O)(=O)c2ccc(C)cc2)c2ncc(-c3cc(F)c(N)c(C(=O)N(C)C)c3)cc12, [OH-]. The product is COc1ccccc1-c1c[nH]c2ncc(-c3cc(F)c(N)c(C(=O)N(C)C)c3)cc12. RXN SMILES: [CH3:43][C:44](=[O:45])[OH:46].[CH3:47][OH:48].[K+:42].[NH2:1][c:2]1[c:3]([C:4](=[O:5])[N:6]([CH3:7])[CH3:8])[cH:9][c:10](-[c:14]2[cH:15][c:16]3[c:17]([n:18][cH:19]2)[n:20]([S:31]([c:32]2[cH:33][cH:34][c:35]([CH3:36])[cH:37][cH:38]2)(=[O:39])=[O:40])[cH:21][c:22]3-[c:23]2[c:24]([O:29][CH3:30])[cH:25][cH:26][cH:27][cH:28]2)[cH:11][c:12]1[F:13].[OH-:41]>>[NH2:1][c:2]1[c:3]([C:4](=[O:5])[N:6]([CH3:7])[CH3:8])[cH:9][c:10](-[c:14]2[cH:15][c:16]3[c:17]([n:18][cH:19]2)[nH:20][cH:21][c:22]3-[c:23]2[c:24]([O:29][CH3:30])[cH:25][cH:26][cH:27][cH:28]2)[cH:11][c:12]1[F:13]. Starting materials: COC=1C(=C(N(C1)C)CC(=O)OCC)C(=O)OCC (ethyl 4-methoxy-3-ethoxycarbonyl-1-methylpyrrole-2-acetate), CC1=C(C(=O)C2=C(C(=C(N2C)CC(=O)[O-])C(=O)OCC)OC)C=CC=C1 (5-(o-methylbenzoyl)-4-methoxy-3-ethoxycarbonyl-1-methylpyrrole-2-acetate), CC1=C(C(=O)C2=C(C(=C(N2C)CC(=O)O)C(=O)O)OC)C=CC=C1 (5-(o-methylbenzoyl)-4-methoxy-3-hydroxycarbonyl-1-methylpyrrole-2-acetic acid). Solvent: C(=O)(C(F)(F)F)O (TFA). The product is CC1=C(C(=O)C2=C(C=C(N2C)CC(=O)O)OC)C=CC=C1 (5-(o-methylbenzoyl)-4-methoxy-1-methylpyrrole-2-acetic acid). Isolated yield 50.0%. As a reaction SMILES: COC1C(C(OCC)=O)=C(CC(OCC)=O)N(C)C=1.[CH3:20][C:21]1[CH:45]=[CH:44][CH:43]=[CH:42][C:22]=1[C:23]([C:25]1[N:29]([CH3:30])[C:28]([CH2:31][C:32]([O-:34])=[O:33])=[C:27](C(OCC)=O)[C:26]=1[O:40][CH3:41])=[O:24].CC1C=CC=CC=1C(C1N(C)C(CC(O)=O)=C(C(O)=O)C=1OC)=O>C(O)(C(F)(F)F)=O>[CH3:20][C:21]1[CH:45]=[CH:44][CH:43]=[CH:42][C:22]=1[C:23]([C:25]1[N:29]([CH3:30])[C:28]([CH2:31][C:32]([OH:34])=[O:33])=[CH:27][C:26]=1[O:40][CH3:41])=[O:24]. Procedure details: Following substantially the procedures as described in Example 1, Steps C-E, crude ethyl 4-methoxy-3-ethoxycarbonyl-1-methylpyrrole-2-acetate is converted to about 16 mmole of 5-(o-methylbenzoyl)-4-methoxy-3-ethoxycarbonyl-1-methylpyrrole-2-acetate followed by hydrolysis to 5-(o-methylbenzoyl)-4-methoxy-3-hydroxycarbonyl-1-methylpyrrole-2-acetic acid which in turn is decarboxylated in neat TFA according to procedure of Example 2 to afford an overall 50% yield of 5-(o-methylbenzoyl)-4-methoxy-1-m...